This data is from the Open Reaction Database (ORD), a public repository of structured organic reaction records. The task is: describe an organic reaction: reactants, conditions, products, and yield Starting materials: CC1=C2N(C3=CC=CC=C13)C(N(CC2)CC=2N=CN(C2C)C(C2=CC=CC=C2)(C2=CC=CC=C2)C2=CC=CC=C2)=O (3,4-dihydro-5-methyl-2-[(5-methyl-1-trityl-1H-imidazol-4-yl)methyl]pyrimido[1,6-a]indol-1(2H)-one). Solvent: C(C)(=O)O (acetic acid), O (water). Reaction conditions: temperature 65 celsius. The product is CC1=C2N(C3=CC=CC=C13)C(N(CC2)CC=2N=CNC2C)=O (3,4-dihydro-5-methyl-2-[(5-methyl-1H-imidazol-4-yl)-methyl]pyrimido[1,6-a]indol-1(2H)-one). Isolated yield 90.6%. RXN SMILES: [CH3:1][C:2]1[C:10]2[C:5](=[CH:6][CH:7]=[CH:8][CH:9]=2)[N:4]2[C:11](=[O:41])[N:12]([CH2:15][C:16]3[N:17]=[CH:18][N:19](C(C4C=CC=CC=4)(C4C=CC=CC=4)C4C=CC=CC=4)[C:20]=3[CH3:21])[CH2:13][CH2:14][C:3]=12>C(O)(=O)C.O>[CH3:1][C:2]1[C:10]2[C:5](=[CH:6][CH:7]=[CH:8][CH:9]=2)[N:4]2[C:11](=[O:41])[N:12]([CH2:15][C:16]3[N:17]=[CH:18][NH:19][C:20]=3[CH3:21])[CH2:13][CH2:14][C:3]=12. Procedure: A solution of 3,4-dihydro-5-methyl-2-[(5-methyl-1-trityl-1H-imidazol-4-yl)methyl]pyrimido[1,6-a]indol-1(2H)-one (0.9 g) in a mixture of acetic acid and water (4:1, 30 ml) was heated at 65° C. for 3.5 hours. After evaporation of the solvent, the residue was neutralized with aqueous sodium bicarbonate solution and extracted three times with chloroform. The chloroform layer was washed with water and brine, dried over anhydrous magnesium sulfate, and evaporated in vacuo. The residue was purified by ...